This data is from the Open Reaction Database (ORD), a public repository of structured organic reaction records. The task is: describe an organic reaction: reactants, conditions, products, and yield The reactants are [Li]C(C)(C)C, CCI, C1CCOC1, O=S(=O)(c1ccccc1)n1ccc2cc(Cl)ccc21. The product is CCc1cc2cc(Cl)ccc2n1S(=O)(=O)c1ccccc1. As a reaction SMILES: [C:1]([CH3:2])([Li:3])([CH3:4])[CH3:5].[CH2:25]([I:26])[CH3:27].[CH2:28]1[O:29][CH2:30][CH2:31][CH2:32]1.[c:6]1([S:12](=[O:13])(=[O:14])[n:15]2[cH:16][cH:17][c:18]3[cH:19][c:20]([Cl:24])[cH:21][cH:22][c:23]23)[cH:7][cH:8][cH:9][cH:10][cH:11]1>>[CH2:1]([CH3:2])[c:16]1[n:15]([S:12]([c:6]2[cH:7][cH:8][cH:9][cH:10][cH:11]2)(=[O:13])=[O:14])[c:23]2[c:18]([cH:17]1)[cH:19][c:20]([Cl:24])[cH:21][cH:22]2. Reactants: Cl (hydrochloric acid), NC1=CC(=C(C(=O)O)C=C1)Cl (4-Amino-2-chlorobenzoic acid), CC(C(=O)Cl)C (2-Methylpropionyl chloride), C([O-])(O)=O.[Na+] (sodium bicarbonate). Run in O (water), COCCOC (1,2-dimethoxyethane). Conditions: time 2 hour. Product: ClC1=C(C(=O)O)C=CC(=C1)NC(C(C)C)=O (2-chloro-4-(2'-methylpropionamido)benzoic acid). As a reaction SMILES: [NH2:1][C:2]1[CH:10]=[CH:9][C:5]([C:6]([OH:8])=[O:7])=[C:4]([Cl:11])[CH:3]=1.C(=O)(O)[O-].[Na+].[CH3:17][CH:18]([CH3:22])[C:19](Cl)=[O:20].Cl>O.COCCOC>[Cl:11][C:4]1[CH:3]=[C:2]([NH:1][C:19](=[O:20])[CH:18]([CH3:22])[CH3:17])[CH:10]=[CH:9][C:5]=1[C:6]([OH:8])=[O:7] |f:1.2|. Procedure details: 4-Amino-2-chlorobenzoic acid was stirred in water (60 ml) and 1,2-dimethoxyethane (25 ml) with sodium bicarbonate (5.04 g) and the brown suspension cooled to 0°-5° C. 2-Methylpropionyl chloride (4.26 g) was added dropwise over 10 minutes with vigorous stirring, and the mixture was then stirred at 0°-10° C. for 2 hours. The mixture was poured into 2 M hydrochloric acid and the pale brown precipitate washed with water and filtered and dried to give 2-chloro-4-(2'-methylpropionamido)benzoic acid as... Procedure details: To a mixture of 5-(aminomethyl)-N-(3-chlorophenyl)-4-(trifluoromethyl)pyrimidin-2-amine (103 mg) and dichloromethane (2 mL) were added tetrahydro-2H-pyran-4-carboxylic acid (53 mg), 1-hydroxybenzotriazole (69 mg), and 1-ethyl-(3-dimethylaminopropyl)carbodiimide hydrochloride (98 mg) in this order at room temperature, and the mixture was stirred at room temperature for 3 days. To the reaction mixture was added ethyl acetate (50 mL), the organic layer was washed with a saturated aqueous sodium hyd... The reactants are O1CCC(CC1)C(=O)O (tetrahydro-2H-pyran-4-carboxylic acid), ON1N=NC2=C1C=CC=C2 (1-hydroxybenzotriazole), Cl.C(C)N=C=NCCCN(C)C (1-ethyl-(3-dimethylaminopropyl)carbodiimide hydrochloride), NCC=1C(=NC(=NC1)NC1=CC(=CC=C1)Cl)C(F)(F)F (5-(aminomethyl)-N-(3-chlorophenyl)-4-(trifluoromethyl)pyrimidin-2-amine). Isolated yield 29.0%. RXN SMILES: [NH2:1][CH2:2][C:3]1[C:4]([C:17]([F:20])([F:19])[F:18])=[N:5][C:6]([NH:9][C:10]2[CH:15]=[CH:14][CH:13]=[C:12]([Cl:16])[CH:11]=2)=[N:7][CH:8]=1.[O:21]1[CH2:26][CH2:25][CH:24]([C:27](O)=[O:28])[CH2:23][CH2:22]1.ON1C2C=CC=CC=2N=N1.Cl.C(N=C=NCCCN(C)C)C>C(OCC)(=O)C.ClCCl>[Cl:16][C:12]1[CH:11]=[C:10]([NH:9][C:6]2[N:5]=[C:4]([C:17]([F:20])([F:19])[F:18])[C:3]([CH2:2][NH:1][C:27]([CH:24]3[CH2:25][CH2:26][O:21][CH2:22][CH2:23]3)=[O:28])=[CH:8][N:7]=2)[CH:15]=[CH:14][CH:13]=1 |f:3.4|. Yields the product ClC=1C=C(C=CC1)NC1=NC=C(C(=N1)C(F)(F)F)CNC(=O)C1CCOCC1 (N-({2-[(3-chlorophenyl)amino]-4-(trifluoromethyl)pyrimidin-5-yl}methyl)tetrahydro-2H-pyran-4-carboxamide). Run at time 3 day. Run in C(C)(=O)OCC (ethyl acetate), ClCCl (dichloromethane). Reactants: CCN=C=NCCCN(C)C.Cl (WSC hydrochloride), C=1C=CC2=C(C1)N=NN2O (HOBt), N[C@@H]1[C@@H](CN(CC1)C1=CC(=C(S1)C)C(=O)OC)OC (Methyl cis(±)-5-(4-amino-3-methoxypiperidin-1-yl)-2-methylthiophene-3-carboxylate), ClC=1N=C(NC1CC)C(=O)O (4-chloro-5-ethyl-1H-imidazole-2-carboxylic acid). Solvent: CC(=O)N(C)C (DMA), C(C)(=O)OCC (ethyl acetate). Reaction conditions: temperature 70 celsius, time 8 hour. Product: ClC=1N=C(NC1CC)C(=O)N[C@@H]1[C@@H](CN(CC1)C1=CC(=C(S1)C)C(=O)OC)OC (Methyl cis(±)-5-(4-{[(4-chloro-5-ethyl-1H-imidazol-2-yl)carbonyl]amino}-3-methoxypiperidin-1-yl)-2-methylthiophene-3-carboxylate). Yield: 51.8%. Reaction SMILES: [NH2:1][C@H:2]1[CH2:7][CH2:6][N:5]([C:8]2[S:12][C:11]([CH3:13])=[C:10]([C:14]([O:16][CH3:17])=[O:15])[CH:9]=2)[CH2:4][C@H:3]1[O:18][CH3:19].[Cl:20][C:21]1[N:22]=[C:23]([C:28](O)=[O:29])[NH:24][C:25]=1[CH2:26][CH3:27].CCN=C=NCCCN(C)C.Cl.C1C=CC2N(O)N=NC=2C=1>CC(N(C)C)=O.C(OCC)(=O)C>[Cl:20][C:21]1[N:22]=[C:23]([C:28]([NH:1][C@H:2]2[CH2:7][CH2:6][N:5]([C:8]3[S:12][C:11]([CH3:13])=[C:10]([C:14]([O:16][CH3:17])=[O:15])[CH:9]=3)[CH2:4][C@H:3]2[O:18][CH3:19])=[O:29])[NH:24][C:25]=1[CH2:26][CH3:27] |f:2.3|. Procedure: Methyl cis(±)-5-(4-amino-3-methoxypiperidin-1-yl)-2-methylthiophene-3-carboxylate obtained in Example (188d) (20 mg, 0.07 mmol) and 4-chloro-5-ethyl-1H-imidazole-2-carboxylic acid obtained in Example (1d) (15 mg, 0.07 mmol) were dissolved in DMA (2 ml). WSC hydrochloride (40 mg, 0.21 mmol) and HOBt (10 mg, 0.07 mmol) were added, and the mixture was stirred at 70° C. for one hour and at room temperature overnight. The reaction solution was diluted with ethyl acetate, washed with water, and dried ... Reactants: FC1(CCOCC1)CN1C(C2=CC=CC=C2C1=O)=O (2-((4-fluorotetrahydro-2H-pyran-4-yl)methyl)isoindoline-1,3-dione), NN (hydrazine). Solvent: C(C)O (ethanol). Yields the product FC1(CCOCC1)CN ((4-fluorotetrahydro-2H-pyran-4-yl)methanamine). As a reaction SMILES: [F:1][C:2]1([CH2:8][N:9]2C(=O)C3C(=CC=CC=3)C2=O)[CH2:7][CH2:6][O:5][CH2:4][CH2:3]1.NN>C(O)C>[F:1][C:2]1([CH2:8][NH2:9])[CH2:7][CH2:6][O:5][CH2:4][CH2:3]1. Procedure details: A mixture of EXAMPLE 409B (1.4 g) and hydrazine (1.548 mL) in ethanol (40 mL) was heated at 70° C. overnight, cooled to room temperature, slurried with CH2C12 (200 mL) and the solid removed by filtration. The filtrate was concentrated and chromatographed on silica gel with 100:5:1 ethyl acetate/methanol/NH4OH as eluent to give the product. Reported procedure: 53.2 Using general method A, {2-[(5-chloro-thiophene-2-carbonyl)-amino]-thiazol-4-yl}-acetic acid was coupled with 1-methyl-4-(piperidin-4-yl)-piperazine to give 5-chloro-thiophene-2-carboxylic acid (4-{2-[4-(4-methyl-piperazin-1-yl)-piperidin-1-yl]-2-oxo-ethyl}-thiazol-2-yl)-amide. Light yellow amorphous solid. MS 468.4 ([M+H]+) The reactants are ClC1=CC=C(S1)C(=O)NC=1SC=C(N1)CC(=O)O ({2-[(5-chloro-thiophene-2-carbonyl)-amino]-thiazol-4-yl}-acetic acid), CN1CCN(CC1)C1CCNCC1 (1-methyl-4-(piperidin-4-yl)-piperazine). Yields the product CN1CCN(CC1)C1CCN(CC1)C(CC=1N=C(SC1)NC(=O)C=1SC(=CC1)Cl)=O (5-chloro-thiophene-2-carboxylic acid (4-{2-[4-(4-methyl-piperazin-1-yl)-piperidin-1-yl]-2-oxo-ethyl}-thiazol-2-yl)-amide). Reaction SMILES: [Cl:1][C:2]1[S:6][C:5]([C:7]([NH:9][C:10]2[S:11][CH:12]=[C:13]([CH2:15][C:16]([OH:18])=O)[N:14]=2)=[O:8])=[CH:4][CH:3]=1.[CH3:19][N:20]1[CH2:25][CH2:24][N:23]([CH:26]2[CH2:31][CH2:30][NH:29][CH2:28][CH2:27]2)[CH2:22][CH2:21]1>>[CH3:19][N:20]1[CH2:25][CH2:24][N:23]([CH:26]2[CH2:31][CH2:30][N:29]([C:16](=[O:18])[CH2:15][C:13]3[N:14]=[C:10]([NH:9][C:7]([C:5]4[S:6][C:2]([Cl:1])=[CH:3][CH:4]=4)=[O:8])[S:11][CH:12]=3)[CH2:28][CH2:27]2)[CH2:22][CH2:21]1. Reaction conditions: time 3 hour. The reagents and catalysts are FC(C(=O)O)(F)F (trifluoroacetic acid). Solvent: ClCCl (dichloromethane). Procedure: To a solution of 5 g of 4,4-dimethylcyclohex-2-enone and 12.4 cm3 of N-butoxymethyl-N-trimethylsilylmethylbenzylamine in 100 cm3 of dichloromethane are added, at a temperature of 10° C., 5 drops of trifluoroacetic acid. The reaction mixture is stirred at this temperature for 3 hours, then potassium carbonate is added and the solution is filtered through a sinter funnel and concentrated to dryness under reduced pressure (2.7 kPa). The residue is chromatographed on a column of silica gel (particle... RXN SMILES: [CH3:1][C:2]1([CH3:9])[CH2:7][CH2:6][C:5](=[O:8])[CH:4]=[CH:3]1.C(O[CH2:15][N:16]([CH2:22][C:23]1[CH:28]=[CH:27][CH:26]=[CH:25][CH:24]=1)[CH2:17][Si](C)(C)C)CCC.C(=O)([O-])[O-].[K+].[K+]>ClCCl.FC(F)(F)C(O)=O>[CH2:22]([N:16]1[CH2:17][CH:6]2[CH:7]([C:2]([CH3:9])([CH3:1])[CH2:3][CH2:4][C:5]2=[O:8])[CH2:15]1)[C:23]1[CH:28]=[CH:27][CH:26]=[CH:25][CH:24]=1 |f:2.3.4|. Starting materials: CC1(C=CC(CC1)=O)C (4,4-dimethylcyclohex-2-enone), C(CCC)OCN(C[Si](C)(C)C)CC1=CC=CC=C1 (N-butoxymethyl-N-trimethylsilylmethylbenzylamine), C([O-])([O-])=O.[K+].[K+] (potassium carbonate). Product: C(C1=CC=CC=C1)N1CC2C(CCC(C2C1)=O)(C)C ((3aRS,7aRS)-2-benzyl-7,7-dimethyl-4-perhydroisoindolone).